From a dataset of the Open Reaction Database (ORD), a public repository of structured organic reaction records. describe an organic reaction: reactants, conditions, products, and yield Starting materials: COC(=O)c1cnc2ccc(NC(=O)OC(C)(C)C)cc2c1, CC(=O)O, CO, CN(C)C=O, Cl, [K+], [K], NO, NO, [OH-]. The product is CC(C)(C)OC(=O)Nc1ccc2ncc(C(=O)NO)cc2c1. RXN SMILES: [C:9]([CH3:10])([CH3:11])([CH3:12])[O:13][C:14](=[O:15])[NH:16][c:17]1[cH:18][c:19]2[cH:20][c:21]([C:27]([O:29][CH3:28])=[O:30])[cH:22][n:23][c:24]2[cH:25][cH:26]1.[CH3:31][C:32](=[O:33])[OH:34].[CH3:35][OH:36].[CH3:37][N:38]([CH3:39])[CH:40]=[O:41].[ClH:1].[K+:5].[K:6].[NH2:2][OH:3].[NH2:7][OH:8].[OH-:4]>>[NH:2]([OH:3])[C:27]([c:21]1[cH:20][c:19]2[cH:18][c:17]([NH:16][C:14]([O:13][C:9]([CH3:10])([CH3:11])[CH3:12])=[O:15])[cH:26][cH:25][c:24]2[n:23][cH:22]1)=[O:29]. RXN SMILES: [C:1](=[O:2])([O:3][C:4]([CH3:5])([CH3:6])[CH3:7])[N:8]1[CH2:9][CH2:10][CH:11]([CH2:14][OH:15])[CH2:12][CH2:13]1.[Cl:21][CH2:22][Cl:23].[S:16](=[O:17])(=[O:18])([CH3:19])[Cl:20]>>[C:1](=[O:2])([O:3][C:4]([CH3:5])([CH3:6])[CH3:7])[N:8]1[CH2:9][CH2:10][CH:11]([CH2:14][O:15][S:16](=[O:17])(=[O:18])[CH3:19])[CH2:12][CH2:13]1. The product is CC(C)(C)OC(=O)N1CCC(COS(C)(=O)=O)CC1. Reactants: CC(C)(C)OC(=O)N1CCC(CO)CC1, ClCCl, CS(=O)(=O)Cl. Starting materials: Na2O2, phthalic ester, [O-][O-].[Na+].[Na+] (sodium peroxide), C(C1=CC=CC=C1)(=O)Cl (benzoyl chloride). The reagents and catalysts are C(CCCCCCCCCCCCCCCCC)(=O)[O-].[Zn+2].C(CCCCCCCCCCCCCCCCC)(=O)[O-] (zinc stearate). Run in O (water), O (water). Reaction conditions: time 0.5 hour. The product is C(C1=CC=CC=C1)(=O)OOC(C1=CC=CC=C1)=O (benzoyl peroxide), peroxide. Isolated yield 50.0%. Reaction SMILES: [C:1](Cl)(=[O:8])[C:2]1[CH:7]=[CH:6][CH:5]=[CH:4][CH:3]=1.[O-:10][O-:11].[Na+].[Na+]>O.C([O-])(=O)CCCCCCCCCCCCCCCCC.[Zn+2].C([O-])(=O)CCCCCCCCCCCCCCCCC>[C:1]([O:10][O:11][C:1](=[O:8])[C:2]1[CH:7]=[CH:6][CH:5]=[CH:4][CH:3]=1)(=[O:8])[C:2]1[CH:7]=[CH:6][CH:5]=[CH:4][CH:3]=1 |f:1.2.3,5.6.7|. Procedure details: One liter of water in a glass vessel of a capacity of 5 liters is cooled to 4° C. with ice. 75 g of Na2O2 are dissolved in water with agitation and cooling. Subsequently, a mixture prepared in advance from 260 g benzoyl chloride and 200 g of a commercially available desensitizing agent on the basis of phthalic ester (Ultramoll TGN, from the firm Bayer A. G., Leverkusen) is added drop by drop to the sodium peroxide solution within 20 minutes. During the first 10 minutes the temperature is held at... Starting materials: Cl (HCl), C(C1=CC=CC=C1)(=O)C1=CC2=C(N(C(S2)=O)CCOC2=CC=C(C=C2)CC(C(=O)OC)NC(=O)OC(C)(C)C)C=C1 (Methyl 3-{4-[2-(6-benzoyl-2-oxo-1,3-benzothiazol-3(2H)-yl)ethoxy]phenyl}-2-[(tert-butoxycarbonyl)amino]propanoate), CI (CH3I), [H-].[Na+] (NaH). Run in CN(C)C=O (DMF). Yields the product C(C1=CC=CC=C1)(=O)C1=CC2=C(N(C(S2)=O)CCOC2=CC=C(C=C2)CC(C(=O)OC)N(C)C(=O)OC(C)(C)C)C=C1 (Methyl 3-{4-[2-(6-benzoyl-2-oxo-1,3-benzothiazol-3(2H)-yl)ethoxy]phenyl}-2-[(tert-butoxycarbonyl)(methyl)amino]propanoate). Reaction SMILES: [C:1]([C:9]1[CH:41]=[CH:40][C:12]2[N:13]([CH2:17][CH2:18][O:19][C:20]3[CH:25]=[CH:24][C:23]([CH2:26][CH:27]([NH:32][C:33]([O:35][C:36]([CH3:39])([CH3:38])[CH3:37])=[O:34])[C:28]([O:30][CH3:31])=[O:29])=[CH:22][CH:21]=3)[C:14](=[O:16])[S:15][C:11]=2[CH:10]=1)(=[O:8])[C:2]1[CH:7]=[CH:6][CH:5]=[CH:4][CH:3]=1.[CH3:42]I.[H-].[Na+].Cl>CN(C=O)C>[C:1]([C:9]1[CH:41]=[CH:40][C:12]2[N:13]([CH2:17][CH2:18][O:19][C:20]3[CH:25]=[CH:24][C:23]([CH2:26][CH:27]([N:32]([C:33]([O:35][C:36]([CH3:37])([CH3:38])[CH3:39])=[O:34])[CH3:42])[C:28]([O:30][CH3:31])=[O:29])=[CH:22][CH:21]=3)[C:14](=[O:16])[S:15][C:11]=2[CH:10]=1)(=[O:8])[C:2]1[CH:3]=[CH:4][CH:5]=[CH:6][CH:7]=1 |f:2.3|. Reported procedure: Dissolve the compound obtained in Step C of Example 10 (1 eq.) and CH3I (2 eq.): in 55 ml of anhydrous DMF and place in an ice bath at 0° C. Add NaH (1.5 eq.) in portions. Allow to return to ambient temperature. Hydrolyse, acidify with 1N HCl and filter. Purify the resulting crude product by chromatography on silica gel (eluant:diethyl ether/toluene 2/8). The reactants are CC1=C(OC2=C1C(=CC=C2)OCCCNCC=2C=NC=CC2)COC=2C=CC1=C(C=C(O1)CO)C2 ([5-[3-Methyl-4-[3-[(pyridin-3-ylmethyl)-amino]-propoxyl]-benzofuran-2-ylmethoxyl]-benzofuran-2-yl]-methanol), FC(CO)(F)F (2,2,2-trifluoroethanol), N(=NC(=O)N1CCCCC1)C(=O)N1CCCCC1 (1,1′-(azodicarbonyl)dipiperidine), C(CCC)P(CCCC)CCCC (tributylphosphine). The solvent is C1=CC=CC=C1 (benzene). Reaction conditions: time 15 minute. The product is CC1=C(OC2=C1C(=CC=C2)OCCCNCC=2C=NC=CC2)COC=2C=CC1=C(C=C(O1)COCC(F)(F)F)C2 ([3-[3-Methyl-2-[2-(2,2,2-trifluoro-ethoxymethyl)-benzofuran-5-yloxymethyl]-benzofuran-4-yloxy]-propyl]-pyridin-3-ylmethyl-amine). Reaction SMILES: [CH3:1][C:2]1[C:6]2[C:7]([O:11][CH2:12][CH2:13][CH2:14][NH:15][CH2:16][C:17]3[CH:18]=[N:19][CH:20]=[CH:21][CH:22]=3)=[CH:8][CH:9]=[CH:10][C:5]=2[O:4][C:3]=1[CH2:23][O:24][C:25]1[CH:26]=[CH:27][C:28]2[O:32][C:31]([CH2:33][OH:34])=[CH:30][C:29]=2[CH:35]=1.N(C(N1CCCCC1)=O)=NC(N1CCCCC1)=O.C(P(CCCC)CCCC)CCC.[F:67][C:68]([F:72])([F:71])[CH2:69]O>C1C=CC=CC=1>[CH3:1][C:2]1[C:6]2[C:7]([O:11][CH2:12][CH2:13][CH2:14][NH:15][CH2:16][C:17]3[CH:18]=[N:19][CH:20]=[CH:21][CH:22]=3)=[CH:8][CH:9]=[CH:10][C:5]=2[O:4][C:3]=1[CH2:23][O:24][C:25]1[CH:26]=[CH:27][C:28]2[O:32][C:31]([CH2:33][O:34][CH2:69][C:68]([F:72])([F:71])[F:67])=[CH:30][C:29]=2[CH:35]=1. Reported procedure: The compound of Example 40 (60 mg) and 1,1′-(azodicarbonyl)dipiperidine (64 mg) were suspended in dry benzene (2 ml). To the suspension was added tributylphosphine (63 μl) at room temperature. The mixture was stirred at room temperature for 15 minutes. To the mixture was added 2,2,2-trifluoroethanol (74 μl). The mixture was stirred at room temperature overnight. After removing the solvent the reaction mixture was separated by silica gel column chromatography developed by the solvent mixture of d... Starting materials: Br\C=C\C(C(CCCC)(C)C)OC1OCCCC1 (1-bromo-4,4-dimethyl-3-tetrahydropyranyloxy-trans-1-octene), O1C(CCC1)CC(=O)O.O (tetrahydrofuran-acetic acid water). The product is Br\C=C\C(C(CCCC)(C)C)O (1-bromo-4,4-dimethyl-trans-1-octen-3-ol). RXN SMILES: [Br:1]/[CH:2]=[CH:3]/[CH:4]([O:12]C1CCCCO1)[C:5]([CH3:11])([CH3:10])[CH2:6][CH2:7][CH2:8][CH3:9].O1CCCC1CC(O)=O.O>>[Br:1]/[CH:2]=[CH:3]/[CH:4]([OH:12])[C:5]([CH3:11])([CH3:10])[CH2:6][CH2:7][CH2:8][CH3:9] |f:1.2|. Reported procedure: A mixture of 3.19 g. (10 moles) of 1-bromo-4,4-dimethyl-3-tetrahydropyranyloxy-trans-1-octene (Example 1173) and 90 ml. of 3:1:1 tetrahydrofuran-acetic acid-water is stirred at ambient temperatures for 20 hours. The solvent is evaporated in vacuo and the residue is chromatographed on silica gel. The title compound is isolated using 10-20% ethyl acetate in benzene. Reactants: 1-(2-hydroxy-2-methylpropoxy)-4-octa-decanoyloxy-2,2,6,6-tetramethylpiperidine, peroxide, S(=O)([O-])[O-].[Na+].[Na+] (sodium sulfite), OO (hydrogen peroxide), C(CCCCCCCCCCCCCCCCC)(=O)OC1CC(N(C(C1)(C)C)O)(C)C (4-octadecanoyloxy-1-oxyl-2,2,6,6-tetramethylpiperidine), ferrous chloride tetrahydrate, C(C)(C)(C)O (tert-butyl alcohol). Yields the product C(CCCCCCCCCCCCCCCCC)(=O)OC1CC(N(C(C1)(C)C)OCC(CON1C(CC(CC1(C)C)OC(CCCCCCCCCCCCCCCCC)=O)(C)C)(O)C)(C)C (1,3-Bis(4-octadecanoyloxy-2,2,6,6-tetramethylpiperidin-1-yloxy)-2-methyl-2-propanol). Reaction SMILES: OO.[C:3]([O:22][CH:23]1[CH2:28][C:27]([CH3:30])([CH3:29])[N:26]([OH:31])[C:25]([CH3:33])([CH3:32])[CH2:24]1)(=[O:21])[CH2:4][CH2:5][CH2:6][CH2:7][CH2:8][CH2:9][CH2:10][CH2:11][CH2:12][CH2:13][CH2:14][CH2:15][CH2:16][CH2:17][CH2:18][CH2:19][CH3:20].S([O-])([O-])=O.[Na+].[Na+].[C:40]([OH:44])([CH3:43])([CH3:42])[CH3:41]>>[C:3]([O:22][CH:23]1[CH2:28][C:27]([CH3:30])([CH3:29])[N:26]([O:31][CH2:41][C:40]([CH3:43])([OH:44])[CH2:42][O:31][N:26]2[C:27]([CH3:29])([CH3:30])[CH2:28][CH:23]([O:22][C:3](=[O:21])[CH2:4][CH2:5][CH2:6][CH2:7][CH2:8][CH2:9][CH2:10][CH2:11][CH2:12][CH2:13][CH2:14][CH2:15][CH2:16][CH2:17][CH2:18][CH2:19][CH3:20])[CH2:24][C:25]2([CH3:32])[CH3:33])[C:25]([CH3:32])([CH3:33])[CH2:24]1)(=[O:21])[CH2:4][CH2:5][CH2:6][CH2:7][CH2:8][CH2:9][CH2:10][CH2:11][CH2:12][CH2:13][CH2:14][CH2:15][CH2:16][CH2:17][CH2:18][CH2:19][CH3:20] |f:2.3.4|. Procedure details: Aqueous hydrogen peroxide is added to a mixture of 4-octadecanoyloxy-1-oxyl-2,2,6,6-tetramethylpiperidine and ferrous chloride tetrahydrate in tert-butyl alcohol at 30-50° C. Excess peroxide is decomposed with aqueous sodium sulfite solution. The organic layer is concentrated to obtain a mixture which includes 1-(2-hydroxy-2-methylpropoxy)-4-octa-decanoyloxy-2,2,6,6-tetramethylpiperidine and the title compound. The title compound is separated from the mixture by high pressure liquid chromatograp...